From a dataset of the Open Reaction Database (ORD), a public repository of structured organic reaction records. describe an organic reaction: reactants, conditions, products, and yield Conditions: temperature 120 celsius. The yield is 41.4%. Product: C1(=CC=CC=C1)C1CN(CCN1)CC1=CC=C(C=C1)C1=C(C=CC=C1)C(F)(F)F (3-Phenyl-1-(2′-trifluoromethyl-biphenyl-4-ylmethyl)-piperazine). Reactants: BrC1=CC=C(CN2CC(NCC2)C2=CC=CC=C2)C=C1 (1-(4-Bromo-benzyl)-3-phenyl-piperazine), C1(=CC=CC=C1)C (toluene), FC(C1=C(C=CC=C1)B(O)O)(F)F (2-(Trifluoromethyl)phenyl boronic acid), C([O-])([O-])=O.[Na+].[Na+] (sodium carbonate). Solvent: C(C)O (ethanol). Reported procedure: 100 mg of 1-(4-Bromo-benzyl)-3-phenyl-piperazine was combined with 136 mg of 2-(Trifluoromethyl)phenyl boronic acid, 17 mg of tetrakis(triphenylphosphine)palladium(0), 1.01 mL of 2M sodium carbonate solution, 2.7 mL toluene and 1.4 mL ethanol. The reaction mixture was heated in a sealed tube at 120° C. overnight in an oil bath. The reaction mixture was filtered through Celite and concentrated in vacuo. The residue was diluted with water and extracted with ethyl acetate. The combined organic phas... Reagents/catalysts: C=1C=CC(=CC1)[P](C=2C=CC=CC2)(C=3C=CC=CC3)[Pd]([P](C=4C=CC=CC4)(C=5C=CC=CC5)C=6C=CC=CC6)([P](C=7C=CC=CC7)(C=8C=CC=CC8)C=9C=CC=CC9)[P](C=1C=CC=CC1)(C=1C=CC=CC1)C=1C=CC=CC1 (tetrakis(triphenylphosphine)palladium(0)). RXN SMILES: Br[C:2]1[CH:20]=[CH:19][C:5]([CH2:6][N:7]2[CH2:12][CH2:11][NH:10][CH:9]([C:13]3[CH:18]=[CH:17][CH:16]=[CH:15][CH:14]=3)[CH2:8]2)=[CH:4][CH:3]=1.[F:21][C:22]([F:33])([F:32])[C:23]1[CH:28]=[CH:27][CH:26]=[CH:25][C:24]=1B(O)O.C(=O)([O-])[O-].[Na+].[Na+].C1(C)C=CC=CC=1>C1C=CC([P]([Pd]([P](C2C=CC=CC=2)(C2C=CC=CC=2)C2C=CC=CC=2)([P](C2C=CC=CC=2)(C2C=CC=CC=2)C2C=CC=CC=2)[P](C2C=CC=CC=2)(C2C=CC=CC=2)C2C=CC=CC=2)(C2C=CC=CC=2)C2C=CC=CC=2)=CC=1.C(O)C>[C:13]1([CH:9]2[NH:10][CH2:11][CH2:12][N:7]([CH2:6][C:5]3[CH:19]=[CH:20][C:2]([C:24]4[CH:25]=[CH:26][CH:27]=[CH:28][C:23]=4[C:22]([F:33])([F:32])[F:21])=[CH:3][CH:4]=3)[CH2:8]2)[CH:18]=[CH:17][CH:16]=[CH:15][CH:14]=1 |f:2.3.4,^1:50,52,71,90|. Reactants: CC(=O)c1ccc(NC(=O)c2cccc(S(=O)(=O)N3CCCCC3)c2)cc1, CCOCC, [Li]C, O. RXN SMILES: [C:8]([CH3:9])(=[O:10])[c:11]1[cH:12][cH:13][c:14]([NH:17][C:18]([c:19]2[cH:20][c:21]([S:25](=[O:26])(=[O:27])[N:28]3[CH2:29][CH2:30][CH2:31][CH2:32][CH2:33]3)[cH:22][cH:23][cH:24]2)=[O:34])[cH:15][cH:16]1.[CH3:3][CH2:4][O:5][CH2:6][CH3:7].[Li:1][CH3:2].[OH2:35]>>[CH3:3][C:8]([CH3:9])([OH:10])[c:11]1[cH:12][cH:13][c:14]([NH:17][C:18]([c:19]2[cH:20][c:21]([S:25](=[O:26])(=[O:27])[N:28]3[CH2:29][CH2:30][CH2:31][CH2:32][CH2:33]3)[cH:22][cH:23][cH:24]2)=[O:34])[cH:15][cH:16]1. Yields the product CC(C)(O)c1ccc(NC(=O)c2cccc(S(=O)(=O)N3CCCCC3)c2)cc1. Reactants: BrCC(=O)C1=CC(=C(C=C1)OCC1=CC=CC=C1)F (2-bromo-1-[4-(benzyloxy)-3-fluorophenyl]ethanone), [N-]=[N+]=[N-].[Na+] (sodium azide). The solvent is CN(C)C=O (DMF). Run at time 1 hour. Yields the product N(=[N+]=[N-])CC(=O)C1=CC(=C(C=C1)OCC1=CC=CC=C1)F (2-Azido-1-[4-(benzyloxy)-3-fluorophenyl]ethanone). Yield: 91.8%. Reaction SMILES: Br[CH2:2][C:3]([C:5]1[CH:10]=[CH:9][C:8]([O:11][CH2:12][C:13]2[CH:18]=[CH:17][CH:16]=[CH:15][CH:14]=2)=[C:7]([F:19])[CH:6]=1)=[O:4].[N-:20]=[N+:21]=[N-:22].[Na+]>CN(C=O)C>[N:20]([CH2:2][C:3]([C:5]1[CH:10]=[CH:9][C:8]([O:11][CH2:12][C:13]2[CH:18]=[CH:17][CH:16]=[CH:15][CH:14]=2)=[C:7]([F:19])[CH:6]=1)=[O:4])=[N+:21]=[N-:22] |f:1.2|. Procedure: A solution of 2-bromo-1-[4-(benzyloxy)-3-fluorophenyl]ethanone (J. Med. Chem. 1980, 23, 738-744) (1 g) in dry DMF (2.5 mL) was cooled to 15° C. and treated portionwise with sodium azide (220 mg). After complete addition the reaction mixture was stirred for a further 1 h. The reaction mixture was partitioned between EtOAc and water. The organic phase was washed with water and the combined aqueous phase back extracted with EtOAc. The combined organic phase was washed with sat. NaHCO3(aq) three tim... Reactants: O=C([O-])[O-], CC1CNCC(C)C1, CS(C)=O, N#Cc1ccc(F)c2ccccc12, [K+], [K+], O. The product is CC1CC(C)CN(c2ccc(C#N)c3ccccc23)C1. RXN SMILES: [C:22](=[O:23])([O-:24])[O-:25].[CH3:14][CH:15]1[CH2:16][NH:17][CH2:18][CH:19]([CH3:21])[CH2:20]1.[CH3:28][S:29]([CH3:30])=[O:31].[F:1][c:2]1[cH:3][cH:4][c:5]([C:12]#[N:13])[c:6]2[cH:7][cH:8][cH:9][cH:10][c:11]12.[K+:26].[K+:27].[OH2:32]>>[c:2]1([N:17]2[CH2:16][CH:15]([CH3:14])[CH2:20][CH:19]([CH3:21])[CH2:18]2)[cH:3][cH:4][c:5]([C:12]#[N:13])[c:6]2[cH:7][cH:8][cH:9][cH:10][c:11]12.